describe an organic reaction: reactants, conditions, products, and yield From a dataset of the Open Reaction Database (ORD), a public repository of structured organic reaction records. The reactants are BrC=1CC2=CC=CC=C2C1 (2-bromoindene), C(C(C)(C)C)[Mg]Cl (neopentyl magnesium chloride). The reagents and catalysts are Cl[Ni]([P](C1=CC=CC=C1)(C2=CC=CC=C2)C3=CC=CC=C3)([P](C4=CC=CC=C4)(C5=CC=CC=C5)C6=CC=CC=C6)Cl (NiCl2(PPh3)2). Solvent: C1CCOC1 (THF). Run at time 8 hour. Yields the product C(C(C)(C)C)C=1CC2=CC=CC=C2C1 (2-neopentylindene). Reaction SMILES: Br[C:2]1[CH2:3][C:4]2[C:9]([CH:10]=1)=[CH:8][CH:7]=[CH:6][CH:5]=2.[CH2:11]([Mg]Cl)[C:12]([CH3:15])([CH3:14])[CH3:13]>C1COCC1.Cl[Ni](Cl)([P](C1C=CC=CC=1)(C1C=CC=CC=1)C1C=CC=CC=1)[P](C1C=CC=CC=1)(C1C=CC=CC=1)C1C=CC=CC=1>[CH2:11]([C:2]1[CH2:3][C:4]2[C:9]([CH:10]=1)=[CH:8][CH:7]=[CH:6][CH:5]=2)[C:12]([CH3:15])([CH3:14])[CH3:13] |^1:25,44|. Procedure details: To a mixture of 2-bromoindene (7.5 g, 39 mmol) and 2.5 g of NiCl2(PPh3)2 in 150 mL of THF was added over 1 hour 50 mL of neopentyl magnesium chloride (1.0 M in THF; 50 mmol). The mixture was stirred overnight and then quenched by adding 150 mL of 1.0 M aqueous hydrochloric acid. The product was isolated and purified (hexanes/silica) as for 2-benzyl-indene. Yield: 4.75 g, 66 percent The reactants are N1=C(C=CC2=CC=C3C=CC=NC3=C12)C#N ([1,10]phenanthroline-2-carbonitrile), [NH4+].[Cl-] (NH4Cl), [N-]=[N+]=[N-].[Na+] (NaN3). Reagents/catalysts: [Li+].[Cl-] (LiCl). The solvent is CN(C)C=O (DMF). Conditions: temperature 125 celsius, time 8 hour. Yields the product N1N=NN=C1C1=NC2=C3N=CC=CC3=CC=C2C=C1 (2-(1H-tetrazol-5-yl)-[1,10]phenanthroline). Yield: 84.0%. RXN SMILES: [N:1]1[C:14]2[C:5](=[CH:6][CH:7]=[C:8]3[C:13]=2[N:12]=[CH:11][CH:10]=[CH:9]3)[CH:4]=[CH:3][C:2]=1[C:15]#[N:16].[NH4+].[Cl-].[N-:19]=[N+:20]=[N-:21].[Na+]>[Li+].[Cl-].CN(C=O)C>[NH:19]1[C:15]([C:2]2[CH:3]=[CH:4][C:5]3[C:14](=[C:13]4[C:8](=[CH:7][CH:6]=3)[CH:9]=[CH:10][CH:11]=[N:12]4)[N:1]=2)=[N:16][N:21]=[N:20]1 |f:1.2,3.4,5.6|. Procedure: To a flask was added a mixture of 6 g [1,10]phenanthroline-2-carbonitrile, 3.1 g NH4Cl, 3.8 g NaN3, 0.01 g LiCl and 60 ml DMF, and the mixture was then heated to 120-130° C. and stirred overnight. After completion of reaction, the reaction mixture was cooled to room temperature, filtered to remove solids, and vacuum distallated to remove DMF, and then 300 ml water was added. Next, HCl(aq) was added to adjust pH value to about 4, and stirred for 30 minutes. Finally, the solution was filtered to g...